From a dataset of the Open Reaction Database (ORD), a public repository of structured organic reaction records. describe an organic reaction: reactants, conditions, products, and yield Product: C(C1=CC=CC=C1)(=O)O[C@H]1[C@@H]([C@H](C[C@H]2[C@@H]1N(C(O2)=O)C(C)=O)C=O)OC(C2=CC=CC=C2)=O ((3aS,4R,5R,6S,7aS)-3-acetyl-6-formyl-2-oxooctahydrobenzo[d]oxazole-4,5-diyl dibenzoate). Run at temperature 0 celsius, time 2 hour. Reaction SMILES: [C:1]([O:9][C@@H:10]1[C@H:15]2[NH:16][C:17](=[O:19])[O:18][C@H:14]2[CH2:13][C@H:12]([CH:20]=[O:21])[C@H:11]1[O:22][C:23](=[O:30])[C:24]1[CH:29]=[CH:28][CH:27]=[CH:26][CH:25]=1)(=[O:8])[C:2]1[CH:7]=[CH:6][CH:5]=[CH:4][CH:3]=1.[C:31](Cl)(=[O:33])[CH3:32].CCN(C(C)C)C(C)C>C(Cl)Cl>[C:1]([O:9][C@@H:10]1[C@H:15]2[N:16]([C:31](=[O:33])[CH3:32])[C:17](=[O:19])[O:18][C@H:14]2[CH2:13][C@H:12]([CH:20]=[O:21])[C@H:11]1[O:22][C:23](=[O:30])[C:24]1[CH:25]=[CH:26][CH:27]=[CH:28][CH:29]=1)(=[O:8])[C:2]1[CH:7]=[CH:6][CH:5]=[CH:4][CH:3]=1. The yield is 95.8%. Run in C(Cl)Cl (DCM), C(Cl)Cl (DCM), C(Cl)Cl (DCM), C(Cl)Cl (DCM). Procedure details: To a solution of (3aS,4R,5R,6S,7aS)-6-formyl-2-oxooctahydrobenzo[d]oxazole-4,5-diyl dibenzoate (580 mg, 1.42 mmol) in dry DCM (10 mL) at 0° C. under N2 was added a solution of acetyl chloride (223 mg, 2.84 mmol) in dry DCM (2.84 mL) followed by a solution of DIPEA (330 mg, 2.56 mmol) in dry DCM (2.56 mL) dropwise. The mixture was stirred at 0° C. for 2 h. The reaction was further diluted with DCM (20 mL), washed with 0.1 N HCl and brine. The solvent was evaporated to give the crude (3aS,4R,5R,6S... Starting materials: CCN(C(C)C)C(C)C (DIPEA), C(C1=CC=CC=C1)(=O)O[C@H]1[C@@H]([C@H](C[C@H]2[C@@H]1NC(O2)=O)C=O)OC(C2=CC=CC=C2)=O ((3aS,4R,5R,6S,7aS)-6-formyl-2-oxooctahydrobenzo[d]oxazole-4,5-diyl dibenzoate), C(C)(=O)Cl (acetyl chloride).